The task is: describe an organic reaction: reactants, conditions, products, and yield. This data is from the Open Reaction Database (ORD), a public repository of structured organic reaction records. Starting materials: ClC1=CC=C(C=C1)C#CC1=CC=C(CNC2=CC3=C(OC(OC3=O)(C)C)C=C2)C=C1 (6-({4-[(4-chlorophenyl)ethynyl]benzyl}amino)-2,2-dimethyl-4H-1,3-benzodioxin-4-one), C1(CCCCC1)C(=O)Cl (cyclohexanecarbonyl chloride). The product is ClC1=CC=C(C=C1)C#CC1=CC=C(CN(C(=O)C2CCCCC2)C2=CC3=C(OC(OC3=O)(C)C)C=C2)C=C1 (N-{4-[(4-chlorophenyl)ethynyl]benzyl}-N-(2,2-dimethyl-4-oxo-4H-1,3-benzodioxin-6-yl)cyclohexanecarboxamide). As a reaction SMILES: [Cl:1][C:2]1[CH:7]=[CH:6][C:5]([C:8]#[C:9][C:10]2[CH:30]=[CH:29][C:13]([CH2:14][NH:15][C:16]3[CH:28]=[CH:27][C:19]4[O:20][C:21]([CH3:26])([CH3:25])[O:22][C:23](=[O:24])[C:18]=4[CH:17]=3)=[CH:12][CH:11]=2)=[CH:4][CH:3]=1.[CH:31]1([C:37](Cl)=[O:38])[CH2:36][CH2:35][CH2:34][CH2:33][CH2:32]1>>[Cl:1][C:2]1[CH:3]=[CH:4][C:5]([C:8]#[C:9][C:10]2[CH:30]=[CH:29][C:13]([CH2:14][N:15]([C:16]3[CH:28]=[CH:27][C:19]4[O:20][C:21]([CH3:26])([CH3:25])[O:22][C:23](=[O:24])[C:18]=4[CH:17]=3)[C:37]([CH:31]3[CH2:36][CH2:35][CH2:34][CH2:33][CH2:32]3)=[O:38])=[CH:12][CH:11]=2)=[CH:6][CH:7]=1. Reported procedure: The titled compound was prepared following the procedure E using 6-({4-[(4-chlorophenyl)ethynyl]benzyl}amino)-2,2-dimethyl-4H-1,3-benzodioxin-4-one and cyclohexanecarbonyl chloride as a yellow oil (79%). HPLC, Rt: 6.01 min (Purity: 98.2%). The reactants are CCOC(=O)C1=C(CBr)N(c2cccc(C(F)(F)F)c2)c2nnnn2C1c1ccc(C#N)cc1, COCCN, CC(C)=O. The product is COCCN1CC2=C(C1=O)C(c1ccc(C#N)cc1)n1nnnc1N2c1cccc(C(F)(F)F)c1. RXN SMILES: [Br:1][CH2:2][C:3]1=[C:8]([C:9](=[O:10])[O:11][CH2:12][CH3:13])[CH:7]([c:14]2[cH:15][cH:16][c:17]([C:20]#[N:21])[cH:18][cH:19]2)[n:6]2[c:5]([n:24][n:23][n:22]2)[N:4]1[c:25]1[cH:26][c:27]([C:31]([F:32])([F:33])[F:34])[cH:28][cH:29][cH:30]1.[CH3:35][O:36][CH2:37][CH2:38][NH2:39].[CH3:40][C:41](=[O:42])[CH3:43]>>[CH2:2]1[C:3]2=[C:8]([CH:7]([c:14]3[cH:15][cH:16][c:17]([C:20]#[N:21])[cH:18][cH:19]3)[n:6]3[c:5]([n:24][n:23][n:22]3)[N:4]2[c:25]2[cH:26][c:27]([C:31]([F:32])([F:33])[F:34])[cH:28][cH:29][cH:30]2)[C:9](=[O:10])[N:39]1[CH2:38][CH2:37][O:36][CH3:35].